describe an organic reaction: reactants, conditions, products, and yield From a dataset of the Open Reaction Database (ORD), a public repository of structured organic reaction records. Reactants: CN(C(=O)c1cc2c(s1)-c1ccc(Br)cc1OCC2)c1cc(C(=O)O)ccc1Cl, C1CCOC1, CCN=C=NCCCN(C)C, CCN(C(C)C)C(C)C, Cl, O, On1nnc2ccccc21, OC1CNC1. Product: CN(C(=O)c1cc2c(s1)-c1ccc(Br)cc1OCC2)c1cc(C(=O)N2CC(O)C2)ccc1Cl. Reaction SMILES: [Br:1][c:2]1[cH:3][cH:4][c:5]2[c:6]([cH:29]1)[O:7][CH2:8][CH2:9][c:10]1[c:11]-2[s:12][c:13]([C:15](=[O:16])[N:17]([CH3:18])[c:19]2[cH:20][c:21]([C:22](=[O:23])[OH:24])[cH:25][cH:26][c:27]2[Cl:28])[cH:14]1.[CH2:66]1[O:67][CH2:68][CH2:69][CH2:70]1.[CH3:30][CH2:31][N:32]=[C:33]=[N:34][CH2:35][CH2:36][CH2:37][N:38]([CH3:39])[CH3:40].[CH:51]([N:52]([CH2:53][CH3:54])[CH:55]([CH3:56])[CH3:57])([CH3:58])[CH3:59].[ClH:60].[OH2:71].[OH:41][n:42]1[c:43]2[c:44]([cH:45][cH:46][cH:47][cH:48]2)[n:49][n:50]1.[OH:61][CH:62]1[CH2:63][NH:64][CH2:65]1>>[Br:1][c:2]1[cH:3][cH:4][c:5]2[c:6]([cH:29]1)[O:7][CH2:8][CH2:9][c:10]1[c:11]-2[s:12][c:13]([C:15](=[O:16])[N:17]([CH3:18])[c:19]2[cH:20][c:21]([C:22](=[O:23])[N:64]3[CH2:63][CH:62]([OH:61])[CH2:65]3)[cH:25][cH:26][c:27]2[Cl:28])[cH:14]1. Run at temperature -30 celsius, time 2 hour. The yield is 8800.0%. The solvent is O (water), C(C)O (ethanol). The reactants are [BH4-].[Na+] (sodium borohydride), C(#N)C1=CC=C(O1)C=O (5-cyanofuran-2-carbaldehyde), C(CC(O)(C(=O)O)CC(=O)O)(=O)O (citric acid). RXN SMILES: [BH4-].[Na+].[C:3]([C:5]1[O:9][C:8]([CH:10]=[O:11])=[CH:7][CH:6]=1)#[N:4].C(O)(=O)CC(CC(O)=O)(C(O)=O)O>C(O)C.O>[OH:11][CH2:10][C:8]1[O:9][C:5]([C:3]#[N:4])=[CH:6][CH:7]=1 |f:0.1|. Procedure: 2.34 g (62 mmol) of sodium borohydride were added in portions to a solution of 30 g (0.25 mol) of 5-cyanofuran-2-carbaldehyde in 500 ml of absolute ethanol at -30° C. The solution was stirred at -30° C. for 2 hours and, while cooling, was adjusted to pH 7 with a 5% strength citric acid solution in water. The reaction mixture was concentrated under water pump vacuum, saturated sodium chloride solution was added to the residue, the mixture was extracted several times with 150 ml of diethyl ether e... Product: OCC1=CC=C(O1)C#N (5-Hydroxymethyl-2-cyanofuran).